Dataset: the Open Reaction Database (ORD), a public repository of structured organic reaction records. Task: describe an organic reaction: reactants, conditions, products, and yield Reactants: C1(=CC=CC=C1)C (toluene), C(=O)(OC)CCCC1=C(CC2C(CC(C2=O)=O)=O)C=CC=C1 (2-[2-(3-carbomethoxypropyl)benzyl]-1,3,4-cyclopentanetrione). The reagents and catalysts are [Pd] (Pd/C). The solvent is CC(C)O (2-propanol). Reaction conditions: time 3 day. Yields the product C(=O)(OC)CCCC1=C(CC2C(CC(C2=O)O)=O)C=CC=C1 (2-[2-(3-Carbomethoxypropyl)benzyl]-4-hydroxy-1,3-cyclopentanedione). As a reaction SMILES: C1(C)C=CC=CC=1.[C:8]([CH2:12][CH2:13][CH2:14][C:15]1[CH:29]=[CH:28][CH:27]=[CH:26][C:16]=1[CH2:17][CH:18]1[C:22](=[O:23])[C:21](=[O:24])[CH2:20][C:19]1=[O:25])([O:10][CH3:11])=[O:9]>CC(O)C.[Pd]>[C:8]([CH2:12][CH2:13][CH2:14][C:15]1[CH:29]=[CH:28][CH:27]=[CH:26][C:16]=1[CH2:17][CH:18]1[C:22](=[O:23])[CH:21]([OH:24])[CH2:20][C:19]1=[O:25])([O:10][CH3:11])=[O:9]. Reported procedure: A toluene solution of 30.5 g (0.1 mol) of 2-[2-(3-carbomethoxypropyl)benzyl]-1,3,4-cyclopentanetrione, XIIa, was thoroughly dried by azeotropic distillation. Removal of the toluene gave a red oil that was taken up in 200 ml of 2-propanol. Five grams of Pd/C was added and the compound hydrogenated at 0.25 psi for 3 days. The catalyst was filtered and the solvent evaporated to give the crude product. This was chromatographed on silicic acid and eluted with 4:1 benzene:ethyl acetate. The major frac...